The task is: describe an organic reaction: reactants, conditions, products, and yield. This data is from the Open Reaction Database (ORD), a public repository of structured organic reaction records. The reactants are ClC1=CC=C(C=C1)C1=NC(C=2N(C3=C1C=C(S3)CC)C(=NN2)C)CCCCC(=O)O ((±)-5-(4-(4-Chlorophenyl)-2-ethyl-9-methyl-6H-thieno[3,2-f][1,2,4]triazolo[4,3-a][1,4]diazepin-6-yl)valeric acid), ON1N=NC2=C1C=CC=C2 (1-hydroxybenzotriazole), NC1=CC=CC=C1 (aniline), Cl.C(C)N=C=NCCCN(C)C (1-ethyl-3-(3-dimethylaminopropyl)-carbodiimide hydrochloride). Solvent: CN(C=O)C (dimethylformamide), O (water), C(C)N(CC)CC (triethylamine). Yields the product C1(=CC=CC=C1)NC(CCCCC1C=2N(C3=C(C(=N1)C1=CC=C(C=C1)Cl)C=C(S3)CC)C(=NN2)C)=O ((±)-N-phenyl-5-(4-(4-chlorophenyl)-2-ethyl-9-methyl-6H-thieno[3,2-f][1,2,4]-triazolo[4,3-a][1,4]diazepin-6-yl)pentaneamide). Yield: 80.4%. RXN SMILES: [Cl:1][C:2]1[CH:7]=[CH:6][C:5]([C:8]2[C:14]3[CH:15]=[C:16]([CH2:18][CH3:19])[S:17][C:13]=3[N:12]3[C:20]([CH3:23])=[N:21][N:22]=[C:11]3[CH:10]([CH2:24][CH2:25][CH2:26][CH2:27][C:28](O)=[O:29])[N:9]=2)=[CH:4][CH:3]=1.O[N:32]1[C:36]2[CH:37]=[CH:38][CH:39]=[CH:40][C:35]=2N=N1.Cl.C(N=C=NCCCN(C)C)C.NC1C=CC=CC=1>O.C(N(CC)CC)C.CN(C)C=O>[C:36]1([NH:32][C:28](=[O:29])[CH2:27][CH2:26][CH2:25][CH2:24][CH:10]2[N:9]=[C:8]([C:5]3[CH:4]=[CH:3][C:2]([Cl:1])=[CH:7][CH:6]=3)[C:14]3[CH:15]=[C:16]([CH2:18][CH3:19])[S:17][C:13]=3[N:12]3[C:20]([CH3:23])=[N:21][N:22]=[C:11]23)[CH:37]=[CH:38][CH:39]=[CH:40][CH:35]=1 |f:2.3|. Procedure: (±)-5-(4-(4-Chlorophenyl)-2-ethyl-9-methyl-6H-thieno[3,2-f][1,2,4]triazolo[4,3-a][1,4]diazepin-6-yl)valeric acid (0.50 g) and 1-hydroxybenzotriazole (0.17 g) are added to dry dimethylformamide (20 ml) and the mixture is stirred under ice-cooling. Thereto is added 1-ethyl-3-(3-dimethylaminopropyl)-carbodiimide hydrochloride (0.24 g), and then triethylamine (0.23 g) and aniline (0.10 g) are added. The mixture is stirred at room temperature for 4 days. After the completion of the reaction, water (1... Reaction SMILES: [OH:1][CH2:2][CH2:3][CH2:4][CH2:5][NH:6][C:7]([N:9]1[CH2:14][CH:13]=[C:12]([C:15]2[CH:20]=[CH:19][CH:18]=[CH:17][CH:16]=2)[CH2:11][CH2:10]1)=[O:8].O=CCCCNC(=O)C1C=CC=CC=1>>[O:1]=[CH:2][CH2:3][CH2:4][CH2:5][NH:6][C:7]([N:9]1[CH2:10][CH:11]=[C:12]([C:15]2[CH:20]=[CH:19][CH:18]=[CH:17][CH:16]=2)[CH2:13][CH2:14]1)=[O:8]. Reported procedure: 4-Phenyl-3,6-dihydro-2H-pyridine-1-carboxylic acid (4-oxobutyl)amide (62C) is prepared from 62B as described for 1E. The product is obtained in almost quantitative yield. Reactants: OCCCCNC(=O)N1CCC(=CC1)C1=CC=CC=C1 (4-Phenyl-3,6-dihydro-2H-pyridine-1-carboxylic acid (4-hydroxybutyl)amide), O=CCCCNC(C1=CC=CC=C1)=O (N-(4-oxo-butyl)-benzamide). Product: O=CCCCNC(=O)N1CCC(=CC1)C1=CC=CC=C1 (4-Phenyl-3,6-dihydro-2H-pyridine-1-carboxylic acid (4-oxobutyl)amide). Starting materials: CC1=C(C=C(C=C1)N)NC(=O)C, CN1C=CC(=N1)NC2=CC(=NC3=C(C=NN23)C#N)Cl. Reagents/catalysts: C(=O)([O-])[O-].[Cs+].[Cs+], CC1(C2=C(C(=CC=C2)P(C3=CC=CC=C3)C4=CC=CC=C4)OC5=C1C=CC=C5P(C6=CC=CC=C6)C7=CC=CC=C7)C, C1=CC=C(C=C1)/C=C/C(=O)/C=C/C2=CC=CC=C2.C1=CC=C(C=C1)/C=C/C(=O)/C=C/C2=CC=CC=C2.C1=CC=C(C=C1)/C=C/C(=O)/C=C/C2=CC=CC=C2.[Pd].[Pd]. The solvent is CC(=O)N(C)C. Conditions: temperature 150 celsius. Product: CC1=C(C=C(C=C1)NC2=NC3=C(C=NN3C(=C2)NC4=NN(C=C4)C)C#N)NC(=O)C. Isolated yield 33.2%. Procedure details: in microwave tube was 5-chloro-7-(1-methyl-1H-pyrazol-3-ylamino)pyrazolo[1,5-a]pyrimidine-3-carbonitrile (80 mg, 0.29 mmol), N-(5-amino-2-methylphenyl)acetamide (48.0 mg, 0.29 mmol), and (9,9-dimethyl-9H-xanthene-4,5-diyl)bis(diphenylphosphine) (16.91 mg, 0.03 mmol) in DMA (0.5 mL).Pd2(dba)3 (13.38 mg, 0.01 mmol) and cesium carbonate (105 mg, 0.32 mmol) were added.  degassed, filled with N2.capped. then microwave 150C for 30 min.  added 2 mL of MeOH, filtered through celite. concentrated. The re... Reactants: C(#N)C1=C(C=CC=C1)SC1=C(C=CC=C1)NC(C1=CC=C(C=C1)OCCCCC1=CC=CC=C1)=O (N-[2-(2-cyanophenylthio)phenyl]-4-(4-phenylbutoxy)benzamide), [N-]=[N+]=[N-].[Na+] (sodium azide), [Cl-].[NH4+] (ammonium chloride), Cl (hydrochloric acid), [N-]=[N+]=[N-].[Na+] (sodium azide), [Cl-].[NH4+] (ammonium chloride), ice water. The solvent is CN(C)C=O (DMF). Reaction conditions: time 5 hour. The product is N1N=NN=C1C1=C(C=CC=C1)SC1=C(C=CC=C1)NC(C1=CC=C(C=C1)OCCCCC1=CC=CC=C1)=O (N-[2-[2-(1H-Tetrazol-5-yl)phenylthio]phenyl]-4-(4-phenylbutoxy)benzamide). Yield: 64.6%. As a reaction SMILES: [C:1]([C:3]1[CH:8]=[CH:7][CH:6]=[CH:5][C:4]=1[S:9][C:10]1[CH:15]=[CH:14][CH:13]=[CH:12][C:11]=1[NH:16][C:17](=[O:35])[C:18]1[CH:23]=[CH:22][C:21]([O:24][CH2:25][CH2:26][CH2:27][CH2:28][C:29]2[CH:34]=[CH:33][CH:32]=[CH:31][CH:30]=2)=[CH:20][CH:19]=1)#[N:2].[N-:36]=[N+:37]=[N-:38].[Na+].[Cl-].[NH4+].Cl>CN(C=O)C>[NH:36]1[C:1]([C:3]2[CH:8]=[CH:7][CH:6]=[CH:5][C:4]=2[S:9][C:10]2[CH:15]=[CH:14][CH:13]=[CH:12][C:11]=2[NH:16][C:17](=[O:35])[C:18]2[CH:23]=[CH:22][C:21]([O:24][CH2:25][CH2:26][CH2:27][CH2:28][C:29]3[CH:34]=[CH:33][CH:32]=[CH:31][CH:30]=3)=[CH:20][CH:19]=2)=[N:2][N:38]=[N:37]1 |f:1.2,3.4|. Reported procedure: In 20 ml of DMF were dissolved 1.35 g of N-[2-(2-cyanophenylthio)phenyl]-4-(4-phenylbutoxy)benzamide, 0.55 g of sodium azide and 0.46 g of ammonium chloride, and the mixture was stirred at 110°-115° C. for 5 hours. Then, 0.18 g of sodium azide and 0.15 g of ammonium chloride were further added and the mixture was stirred at 110° to 115° C. for 2 hours. After addition of ice-water, the reaction mixture was neutralized with diluted hydrochloric acid and the precipitate was collected by filtration ... The reactants are ClC=1C(=NC(=C(N1)Cl)CC)C(=O)N (3,5-dichloro-6-ethylpyrazine-2-carboxamide), FC=1C=C(N)C=CC1N1CCOCC1 (3-fluoro-4-(morpholin-4-yl)aniline), C(C)(C)N(CC)C(C)C (diisopropylethylamine), CN1C(CCC1)=O (N-methylpyrrolidone). Solvent: O (water). The product is ClC=1N=C(C(=NC1CC)C(=O)N)NC1=CC(=C(C=C1)N1CCOCC1)F (5-chloro-6-ethyl-3-{[3-fluoro-4-(morpholin-4-yl)phenyl]amino}pyrazine-2-carboxamide). Yield: 66.1%. RXN SMILES: Cl[C:2]1[C:3]([C:11]([NH2:13])=[O:12])=[N:4][C:5]([CH2:9][CH3:10])=[C:6]([Cl:8])[N:7]=1.[F:14][C:15]1[CH:16]=[C:17]([CH:19]=[CH:20][C:21]=1[N:22]1[CH2:27][CH2:26][O:25][CH2:24][CH2:23]1)[NH2:18].C(N(C(C)C)CC)(C)C.CN1CCCC1=O>O>[Cl:8][C:6]1[N:7]=[C:2]([NH:18][C:17]2[CH:19]=[CH:20][C:21]([N:22]3[CH2:23][CH2:24][O:25][CH2:26][CH2:27]3)=[C:15]([F:14])[CH:16]=2)[C:3]([C:11]([NH2:13])=[O:12])=[N:4][C:5]=1[CH2:9][CH3:10]. Reported procedure: A mixture of 3,5-dichloro-6-ethylpyrazine-2-carboxamide (600 mg), 3-fluoro-4-(morpholin-4-yl)aniline (500 mg), diisopropylethylamine (880 μL), and N-methylpyrrolidone (2.5 mL) was reacted in a microwave reaction device at 180° C. for 1 hour. After leaving to be cooled, to the reactant was added water, and the precipitated solid was collected by filtration and then washed with ethanol to obtain 5-chloro-6-ethyl-3-{[3-fluoro-4-(morpholin-4-yl)phenyl]amino}pyrazine-2-carboxamide (640 mg) as a yello...